This data is from the Open Reaction Database (ORD), a public repository of structured organic reaction records. The task is: describe an organic reaction: reactants, conditions, products, and yield Reactants: O=[N+]([O-])c1cc(Br)[n+]([O-])cc1F, C1CCOC1, CN, O. Product: CNc1c[n+]([O-])c(Br)cc1[N+](=O)[O-]. RXN SMILES: [Br:1][c:2]1[n+:3]([O-:12])[cH:4][c:5]([F:11])[c:6]([N+:8](=[O:9])[O-:10])[cH:7]1.[CH2:16]1[O:17][CH2:18][CH2:19][CH2:20]1.[CH3:13][NH2:14].[OH2:15]>>[Br:1][c:2]1[n+:3]([O-:12])[cH:4][c:5]([NH:14][CH3:13])[c:6]([N+:8](=[O:9])[O-:10])[cH:7]1. As a reaction SMILES: [CH2:1]([CH2:2][CH2:3][CH2:4][CH2:5][CH2:6][CH2:7][CH3:8])[c:9]1[cH:10][cH:11][c:12]([NH:15][CH2:16][c:17]2[cH:18][cH:19][c:20]([C:21](=[O:22])[O:23][CH3:24])[cH:25][cH:26]2)[cH:13][cH:14]1.[CH:27]([CH3:28])([CH3:29])[c:30]1[c:31]([N:39]=[C:40]=[O:41])[c:32]([CH:36]([CH3:37])[CH3:38])[cH:33][cH:34][cH:35]1>>[CH2:1]([CH2:2][CH2:3][CH2:4][CH2:5][CH2:6][CH2:7][CH3:8])[c:9]1[cH:10][cH:11][c:12]([N:15]([CH2:16][c:17]2[cH:18][cH:19][c:20]([C:21](=[O:22])[O:23][CH3:24])[cH:25][cH:26]2)[C:40]([NH:39][c:31]2[c:30]([CH:27]([CH3:28])[CH3:29])[cH:35][cH:34][cH:33][c:32]2[CH:36]([CH3:37])[CH3:38])=[O:41])[cH:13][cH:14]1. The product is CCCCCCCCc1ccc(N(Cc2ccc(C(=O)OC)cc2)C(=O)Nc2c(C(C)C)cccc2C(C)C)cc1. Reactants: CCCCCCCCc1ccc(NCc2ccc(C(=O)OC)cc2)cc1, CC(C)c1cccc(C(C)C)c1N=C=O.